Dataset: the Open Reaction Database (ORD), a public repository of structured organic reaction records. Task: describe an organic reaction: reactants, conditions, products, and yield Starting materials: CCO, [Cl-], Cl, O=[N+]([O-])c1ccc(C=Cc2ccc(OCCOCCOCCO)nc2)cc1. RXN SMILES: [CH3:30][CH2:31][OH:32].[Cl-:1].[ClH:29].[OH:2][CH2:3][CH2:4][O:5][CH2:6][CH2:7][O:8][CH2:9][CH2:10][O:11][c:12]1[n:13][cH:14][c:15]([CH:18]=[CH:19][c:20]2[cH:21][cH:22][c:23]([N+:26]([O-:27])=[O:28])[cH:24][cH:25]2)[cH:16][cH:17]1>>[OH:2][CH2:3][CH2:4][O:5][CH2:6][CH2:7][O:8][CH2:9][CH2:10][O:11][c:12]1[n:13][cH:14][c:15]([CH:18]=[CH:19][c:20]2[cH:21][cH:22][c:23]([NH2:26])[cH:24][cH:25]2)[cH:16][cH:17]1. The product is Nc1ccc(C=Cc2ccc(OCCOCCOCCO)nc2)cc1. The reactants are ClC1=CC(=CC2=C1OCCCO2)CNCC(C)C (N-(9-chloro-3,4-dihydro-2H-1,5-benzodioxepin-7-ylmethyl)-2-methylpropan-1-amine), C(C)(C)(C)OC(=O)N1CC(SCC1)C(=O)O (thiomorpholine-2,4-dicarboxylic acid 4-tert-butyl ester), Cl.C(C)N=C=NCCCN(C)C (1-ethyl-3-(3-dimethylaminopropyl)carbodiimide hydrochloride), CC1=C(C(=NC=C1)N)C (dimethyl aminopyridine). Run in ClCCl (dichloromethane), O (water). Reaction conditions: time 8 hour. Yields the product C(C)(C)(C)OC(=O)N1CC(SCC1)C(=O)N(CC(C)C)CC1=CC2=C(OCCCO2)C(=C1)Cl ((±)-4-tert-butoxycarbonyl-N-(9-chloro-3,4-dihydro-2H-1,5-benzodioxepin-7-ylmethyl)-N-isobutyl thiomorpholine-2-carboxamide). As a reaction SMILES: [Cl:1][C:2]1[C:7]2[O:8][CH2:9][CH2:10][CH2:11][O:12][C:6]=2[CH:5]=[C:4]([CH2:13][NH:14][CH2:15][CH:16]([CH3:18])[CH3:17])[CH:3]=1.[C:19]([O:23][C:24]([N:26]1[CH2:31][CH2:30][S:29][CH:28]([C:32](O)=[O:33])[CH2:27]1)=[O:25])([CH3:22])([CH3:21])[CH3:20].Cl.C(N=C=NCCCN(C)C)C.CC1C=CN=C(N)C=1C>ClCCl.O>[C:19]([O:23][C:24]([N:26]1[CH2:31][CH2:30][S:29][CH:28]([C:32]([N:14]([CH2:13][C:4]2[CH:3]=[C:2]([Cl:1])[C:7]3[O:8][CH2:9][CH2:10][CH2:11][O:12][C:6]=3[CH:5]=2)[CH2:15][CH:16]([CH3:18])[CH3:17])=[O:33])[CH2:27]1)=[O:25])([CH3:22])([CH3:21])[CH3:20] |f:2.3|. Reported procedure: The mixture of N-(9-chloro-3,4-dihydro-2H-1,5-benzodioxepin-7-ylmethyl)-2-methylpropan-1-amine (150 mg), thiomorpholine-2,4-dicarboxylic acid 4-tert-butyl ester (137 mg), 1-ethyl-3-(3-dimethylaminopropyl)carbodiimide hydrochloride (138 mg), and dimethyl aminopyridine (92 mg) in dichloromethane (15 ml) was stirred at room temperature overnight. After the addition of water (10 ml), the mixture was extracted with 10 ml ethyl acetate three times. The organic layer was washed with saturated sodium bi...